From a dataset of the Open Reaction Database (ORD), a public repository of structured organic reaction records. describe an organic reaction: reactants, conditions, products, and yield Starting materials: CC(C)(C)c1ccc(CN(CCc2cc(F)cc(C(F)(F)F)c2)C(=O)c2cc(Cl)cc(Br)c2)cc1, CC(=O)[O-], CC(=O)[O-], CCB(O)O, Cc1ccccc1, C1CCC(P(C2CCCCC2)C2CCCCC2)CC1, [K+], [K+], [K+], O, O=P([O-])([O-])[O-], [Pd+2]. Product: CCc1cc(Cl)cc(C(=O)N(CCc2cc(F)cc(C(F)(F)F)c2)Cc2ccc(C(C)(C)C)cc2)c1. Reaction SMILES: [Br:1][c:2]1[cH:3][c:4]([C:5](=[O:6])[N:7]([CH2:8][CH2:9][c:10]2[cH:11][c:12]([F:20])[cH:13][c:14]([C:16]([F:17])([F:18])[F:19])[cH:15]2)[CH2:21][c:22]2[cH:23][cH:24][c:25]([C:28]([CH3:29])([CH3:30])[CH3:31])[cH:26][cH:27]2)[cH:32][c:33]([Cl:35])[cH:34]1.[C:76]([O-:77])(=[O:78])[CH3:79].[C:81]([O-:82])(=[O:83])[CH3:84].[CH2:36]([CH3:37])[B:38]([OH:39])[OH:40].[CH3:68][c:69]1[cH:70][cH:71][cH:72][cH:73][cH:74]1.[CH:49]1([P:50]([CH:51]2[CH2:52][CH2:53][CH2:54][CH2:55][CH2:56]2)[CH:57]2[CH2:58][CH2:59][CH2:60][CH2:61][CH2:62]2)[CH2:63][CH2:64][CH2:65][CH2:66][CH2:67]1.[K+:46].[K+:47].[K+:48].[OH2:75].[P:41]([O-:42])([O-:43])([O-:44])=[O:45].[Pd+2:80]>>[c:2]1([CH2:36][CH3:37])[cH:3][c:4]([C:5](=[O:6])[N:7]([CH2:8][CH2:9][c:10]2[cH:11][c:12]([F:20])[cH:13][c:14]([C:16]([F:17])([F:18])[F:19])[cH:15]2)[CH2:21][c:22]2[cH:23][cH:24][c:25]([C:28]([CH3:29])([CH3:30])[CH3:31])[cH:26][cH:27]2)[cH:32][c:33]([Cl:35])[cH:34]1. Reactants: CC(C)(C)OC(=O)Nc1ccc(-c2cn(C3CCCC3)c3ncnc(Cl)c23)cn1, ClCCl, O=C(O)C(F)(F)F. Yields the product Nc1ccc(-c2cn(C3CCCC3)c3ncnc(Cl)c23)cn1. Reaction SMILES: [Cl:1][c:2]1[c:3]2[c:4]([n:5][cH:6][n:7]1)[n:8]([CH:25]1[CH2:26][CH2:27][CH2:28][CH2:29]1)[cH:9][c:10]2-[c:11]1[cH:12][cH:13][c:14]([NH:17][C:18](=[O:19])[O:20][C:21]([CH3:22])([CH3:23])[CH3:24])[n:15][cH:16]1.[Cl:37][CH2:38][Cl:39].[OH:30][C:31]([C:32]([F:33])([F:34])[F:35])=[O:36]>>[Cl:1][c:2]1[c:3]2[c:4]([n:5][cH:6][n:7]1)[n:8]([CH:25]1[CH2:26][CH2:27][CH2:28][CH2:29]1)[cH:9][c:10]2-[c:11]1[cH:12][cH:13][c:14]([NH2:17])[n:15][cH:16]1. Reactants: CN(C)C=O, Fc1ccc(OCCCCl)c(Cl)c1, O=c1[nH]c2ccccc2n1C1CCNCC1, [Na+], [Na+], O=C([O-])[O-], O. Yields the product O=c1[nH]c2ccccc2n1C1CCN(CCCOc2ccc(F)cc2Cl)CC1. As a reaction SMILES: [CH3:36][N:37]([CH3:38])[CH:39]=[O:40].[Cl:1][CH2:2][CH2:3][CH2:4][O:5][c:6]1[c:7]([Cl:13])[cH:8][c:9]([F:12])[cH:10][cH:11]1.[NH:14]1[CH2:15][CH2:16][CH:17]([n:20]2[c:21](=[O:29])[nH:22][c:23]3[c:24]2[cH:25][cH:26][cH:27][cH:28]3)[CH2:18][CH2:19]1.[Na+:30].[Na+:31].[O-:32][C:33](=[O:34])[O-:35].[OH2:41]>>[CH2:2]([CH2:3][CH2:4][O:5][c:6]1[c:7]([Cl:13])[cH:8][c:9]([F:12])[cH:10][cH:11]1)[N:14]1[CH2:15][CH2:16][CH:17]([n:20]2[c:21](=[O:29])[nH:22][c:23]3[c:24]2[cH:25][cH:26][cH:27][cH:28]3)[CH2:18][CH2:19]1. Starting materials: COc1ccc(CNc2nc(C)nc(Cl)n2)cc1, COc1ccc(CCl)cc1, [H-], [Na+], CN(C)C=O, O. The product is COc1ccc(CN(Cc2ccc(OC)cc2)c2nc(C)nc(Cl)n2)cc1. As a reaction SMILES: [Cl:1][c:2]1[n:3][c:4]([NH:9][CH2:10][c:11]2[cH:12][cH:13][c:14]([O:17][CH3:18])[cH:15][cH:16]2)[n:5][c:6]([CH3:8])[n:7]1.[Cl:21][CH2:22][c:23]1[cH:24][cH:25][c:26]([O:29][CH3:30])[cH:27][cH:28]1.[H-:19].[Na+:20].[O:32]=[CH:33][N:34]([CH3:35])[CH3:36].[OH2:31]>>[Cl:1][c:2]1[n:3][c:4]([N:9]([CH2:10][c:11]2[cH:12][cH:13][c:14]([O:17][CH3:18])[cH:15][cH:16]2)[CH2:22][c:23]2[cH:24][cH:25][c:26]([O:29][CH3:30])[cH:27][cH:28]2)[n:5][c:6]([CH3:8])[n:7]1. Starting materials: CCOC(=O)c1cc(=O)c2c(O)c(Cl)ccc2o1, CC(=O)O, O. The product is O=C(O)c1cc(=O)c2c(O)c(Cl)ccc2o1. Reaction SMILES: [C:1](=[O:2])([O:3][CH2:4][CH3:5])[c:6]1[o:7][c:8]2[c:9]([c:10](=[O:12])[cH:11]1)[c:13]([OH:18])[c:14]([Cl:17])[cH:15][cH:16]2.[CH3:20][C:21](=[O:22])[OH:23].[OH2:19]>>[C:1](=[O:2])([OH:3])[c:6]1[o:7][c:8]2[c:9]([c:10](=[O:12])[cH:11]1)[c:13]([OH:18])[c:14]([Cl:17])[cH:15][cH:16]2. Reactants: Oc1cc(Br)cnc1Cl, CCOCC, [H-], CI, [Na+], CN(C)C=O. Product: COc1cc(Br)cnc1Cl. As a reaction SMILES: [Br:3][c:4]1[cH:5][c:6]([OH:11])[c:7]([Cl:10])[n:8][cH:9]1.[CH3:19][CH2:20][O:21][CH2:22][CH3:23].[H-:1].[I:12][CH3:13].[Na+:2].[O:14]=[CH:15][N:16]([CH3:17])[CH3:18]>>[Br:3][c:4]1[cH:5][c:6]([O:11][CH3:13])[c:7]([Cl:10])[n:8][cH:9]1. The reactants are CCOC(=O)c1ccc(O)cc1, C1CCOC1, CC(C)OC(=O)N=NC(=O)OC(C)C, O=C1c2ccccc2C(=O)N1C1CCC(O)CC1, c1ccc(P(c2ccccc2)c2ccccc2)cc1. The product is CCOC(=O)c1ccc(OC2CCC(N3C(=O)c4ccccc4C3=O)CC2)cc1. RXN SMILES: [CH2:38]([CH3:39])[O:40][C:41]([c:42]1[cH:43][cH:44][c:45]([OH:48])[cH:46][cH:47]1)=[O:49].[CH2:64]1[O:65][CH2:66][CH2:67][CH2:68]1.[O:50]=[C:51]([O:52][CH:53]([CH3:54])[CH3:55])[N:56]=[N:57][C:58]([O:59][CH:60]([CH3:61])[CH3:62])=[O:63].[OH:1][CH:2]1[CH2:3][CH2:4][CH:5]([N:8]2[C:9](=[O:18])[c:10]3[cH:11][cH:12][cH:13][cH:14][c:15]3[C:16]2=[O:17])[CH2:6][CH2:7]1.[c:19]1([P:20]([c:21]2[cH:22][cH:23][cH:24][cH:25][cH:26]2)[c:27]2[cH:28][cH:29][cH:30][cH:31][cH:32]2)[cH:33][cH:34][cH:35][cH:36][cH:37]1>>[O:1]([CH:2]1[CH2:3][CH2:4][CH:5]([N:8]2[C:9](=[O:18])[c:10]3[cH:11][cH:12][cH:13][cH:14][c:15]3[C:16]2=[O:17])[CH2:6][CH2:7]1)[c:45]1[cH:44][cH:43][c:42]([C:41]([O:40][CH2:38][CH3:39])=[O:49])[cH:47][cH:46]1.